Task: describe an organic reaction: reactants, conditions, products, and yield. Dataset: the Open Reaction Database (ORD), a public repository of structured organic reaction records Starting materials: C[O-].[Na+] (sodium methylate), [Na] (sodium), Cl.OC(C(CC)NCC1=CC=CC=C1)C1=C2C=CC(NC2=C(C=C1)O)=O (5-(1-hydroxy-2-benzylaminobutyl)-8-hydroxycarbostyril hydrochloride). Solvent: CO (methanol), CO (methanol). Reaction conditions: time 1 hour. The product is ClC1=CC=C(C(=O)OC=2C=CC(=C3C=CC(NC23)=O)C(C(CC)NCC2=CC=CC=C2)O)C=C1 (8-(p-chlorobenzoyloxy)-5-(1-hydroxy-2-benzylaminobutyl)carbostyril). RXN SMILES: [ClH:1].[OH:2][CH:3]([C:15]1[CH:24]=[CH:23][C:22]([OH:25])=[C:21]2[C:16]=1[CH:17]=[CH:18][C:19](=[O:26])[NH:20]2)[CH:4]([NH:7][CH2:8][C:9]1[CH:14]=[CH:13][CH:12]=[CH:11][CH:10]=1)[CH2:5][CH3:6].[CH3:27][O-:28].[Na+].[Na]>CO>[Cl:1][C:9]1[CH:14]=[CH:13][C:12]([C:27]([O:25][C:22]2[CH:23]=[CH:24][C:15]([CH:3]([OH:2])[CH:4]([NH:7][CH2:8][C:9]3[CH:10]=[CH:11][CH:12]=[CH:13][CH:14]=3)[CH2:5][CH3:6])=[C:16]3[C:21]=2[NH:20][C:19](=[O:26])[CH:18]=[CH:17]3)=[O:28])=[CH:11][CH:10]=1 |f:0.1,2.3,^1:29|. Reported procedure: 1 g of 5-(1-hydroxy-2-benzylaminobutyl)-8-hydroxycarbostyril hydrochloride was suspended in 20 ml of methanol, and sodium methylate prepared from 135 mg of sodium metal and 2.8 ml of absolute methanol was added to the suspension. The mixture was then concentrated to dryness, and the resulting residue was dissolved in 10 ml of dimethylformamide. 490 mg of p-chlorobenzoyl chloride was then added dropwise to the mixture while cooling with ice-water. The mixture was then stirred for 1 hour, and wate... Reactants: C1(=CC=CC=C1)C1(CCNCC1)C1=CC=CC=C1 (4,4-diphenylpiperidine), ClCC#N (chloroacetonitrile), C([O-])([O-])=O.[K+].[K+] (potassium carbonate), [I-].[K+] (potassium iodide). The solvent is C(CCC)O (n-butanol), O1CCOCC1 (1,4-dioxane). Yields the product C1(=CC=CC=C1)C1(CCN(CC1)CC#N)C1=CC=CC=C1 ((4,4-Diphenylpiperidin-1-yl)acetonitrile). Isolated yield 85.9%. As a reaction SMILES: [C:1]1([C:7]2([C:13]3[CH:18]=[CH:17][CH:16]=[CH:15][CH:14]=3)[CH2:12][CH2:11][NH:10][CH2:9][CH2:8]2)[CH:6]=[CH:5][CH:4]=[CH:3][CH:2]=1.Cl[CH2:20][C:21]#[N:22].C(=O)([O-])[O-].[K+].[K+].[I-].[K+]>C(O)CCC.O1CCOCC1>[C:1]1([C:7]2([C:13]3[CH:18]=[CH:17][CH:16]=[CH:15][CH:14]=3)[CH2:8][CH2:9][N:10]([CH2:20][C:21]#[N:22])[CH2:11][CH2:12]2)[CH:2]=[CH:3][CH:4]=[CH:5][CH:6]=1 |f:2.3.4,5.6|. Reported procedure: A suspension of 4,4-diphenylpiperidine (4.00 g, 16.9 mmol, 1.00 equiv), chloroacetonitrile (1.40 mL, 21.9 mmol, 1.30 equiv, Aldrich), potassium carbonate (4.67 g, 33.8 mmol, 2.00 equiv), and potassium iodide (561 mg, 3.38 mmol, 0.20 equiv) in n-butanol (20 mL) and 1,4-dioxane (20 mL) was stirred at reflux under argon for 48 hours. The mixture was cooled to room temperature and concentrated. The residue was purified by flash chromatography (SiO2, EtOAc) to afford 4.01 g (86%) of white solid, whic... Starting materials: CN(C)C=O, Clc1nccc2ccsc12, Cl, [Na], O, S. Yields the product S=c1[nH]ccc2ccsc12. RXN SMILES: [CH3:15][N:16]([CH3:17])[CH:18]=[O:19].[Cl:1][c:2]1[n:3][cH:4][cH:5][c:6]2[c:7]1[s:8][cH:9][cH:10]2.[ClH:14].[Na:13].[OH2:11].[SH2:12]>>[c:2]1(=[S:12])[nH:3][cH:4][cH:5][c:6]2[c:7]1[s:8][cH:9][cH:10]2. Starting materials: CCCc1c(-c2nc(-c3ccc(C(O)CBr)cc3)no2)noc1-c1ccccc1, CC(=O)O, CS(C)=O, CC(C)(C)OC(=O)C1CNC1. Product: CCCc1c(-c2nc(-c3ccc(C(O)CN4CC(C(=O)OC(C)(C)C)C4)cc3)no2)noc1-c1ccccc1. Reaction SMILES: [Br:1][CH2:2][CH:3]([OH:4])[c:5]1[cH:6][cH:7][c:8](-[c:11]2[n:12][o:13][c:14](-[c:16]3[n:17][o:18][c:19](-[c:24]4[cH:25][cH:26][cH:27][cH:28][cH:29]4)[c:20]3[CH2:21][CH2:22][CH3:23])[n:15]2)[cH:9][cH:10]1.[C:41]([OH:42])(=[O:43])[CH3:44].[CH3:45][S:46]([CH3:47])=[O:48].[NH:30]1[CH2:31][CH:32]([C:34](=[O:35])[O:36][C:37]([CH3:38])([CH3:39])[CH3:40])[CH2:33]1>>[CH2:2]([CH:3]([OH:4])[c:5]1[cH:6][cH:7][c:8](-[c:11]2[n:12][o:13][c:14](-[c:16]3[n:17][o:18][c:19](-[c:24]4[cH:25][cH:26][cH:27][cH:28][cH:29]4)[c:20]3[CH2:21][CH2:22][CH3:23])[n:15]2)[cH:9][cH:10]1)[N:30]1[CH2:31][CH:32]([C:34](=[O:35])[O:36][C:37]([CH3:38])([CH3:39])[CH3:40])[CH2:33]1. Reactants: C(C)(C)[N-]C(C)C.[Li+] (lithium diisopropylamide), CC1(C(CCCCC1)=O)C (2,2-dimethylcycloheptanone), [Cl-].[NH4+] (ammonium chloride), C(C#C)Br (propargylbromide). The solvent is C1CCOC1 (THF), C1CCOC1 (THF). Run at time 1 hour. The product is C(C#C)C1C(CCCCC1)=O (Propargylcycloheptanone). The yield is 55.0%. As a reaction SMILES: [CH:1]([N-]C(C)C)(C)[CH3:2].[Li+].C[C:10]1([CH3:18])[CH2:16][CH2:15][CH2:14][CH2:13][CH2:12][C:11]1=[O:17].C(Br)C#C.[Cl-].[NH4+]>C1COCC1>[CH2:18]([CH:10]1[CH2:16][CH2:15][CH2:14][CH2:13][CH2:12][C:11]1=[O:17])[C:1]#[CH:2] |f:0.1,4.5|. Procedure: A solution of lithium diisopropylamide (LDA) in THF (50 ml) was added to a solution of 2,2-dimethylcycloheptanone (13) (10.55 g, 75.37 mmol) in THF (30 ml) at a temperature of 0° C. The mixture was stirred at room temperature for one hour. To this was added dropwise propargylbromide (6.85 ml, 90.44 mmol) at 0° C. The mixture was stirred at room temperature for one hour, and then heated at 50° C. for 3 hours. The mixture was treated with an aqueous ammonium chloride solution, and then purified by... The reactants are CCOC(C)=O, NS(=O)(=O)c1ccc(Cl)c([N+](=O)[O-])c1, ClCCl, Nc1ccccc1, c1ccncc1. Product: O=[N+]([O-])c1cc(S(=O)(=O)Nc2ccccc2)ccc1Cl. As a reaction SMILES: [CH3:31][CH2:32][O:33][C:34](=[O:35])[CH3:36].[Cl:1][c:2]1[c:3]([N+:12](=[O:13])[O-:14])[cH:4][c:5]([S:8](=[O:9])(=[O:10])[NH2:11])[cH:6][cH:7]1.[Cl:28][CH2:29][Cl:30].[NH2:15][c:16]1[cH:17][cH:18][cH:19][cH:20][cH:21]1.[cH:22]1[cH:23][cH:24][n:25][cH:26][cH:27]1>>[Cl:1][c:2]1[c:3]([N+:12](=[O:13])[O-:14])[cH:4][c:5]([S:8](=[O:9])(=[O:10])[NH:11][c:16]2[cH:17][cH:18][cH:19][cH:20][cH:21]2)[cH:6][cH:7]1. The reactants are C(C1=CC=CC=C1)OC1=C(C=C(C2=CC=CC=C12)OC(C1=CC=CC=C1)=O)C (1-benzyloxy-2-methyl-4-benzoyloxynaphthalene), [OH-].[Na+] (NaOH). Run in CO (methanol). Conditions: time 2 hour. Product: C(C1=CC=CC=C1)OC1=C(C=C(C2=CC=CC=C12)O)C (4-Benzyloxy-3-methylnaphthol). Reaction SMILES: [CH2:1]([O:8][C:9]1[C:18]2[C:13](=[CH:14][CH:15]=[CH:16][CH:17]=2)[C:12]([O:19]C(=O)C2C=CC=CC=2)=[CH:11][C:10]=1[CH3:28])[C:2]1[CH:7]=[CH:6][CH:5]=[CH:4][CH:3]=1.[OH-].[Na+]>CO>[CH2:1]([O:8][C:9]1[C:18]2[C:13](=[CH:14][CH:15]=[CH:16][CH:17]=2)[C:12]([OH:19])=[CH:11][C:10]=1[CH3:28])[C:2]1[CH:3]=[CH:4][CH:5]=[CH:6][CH:7]=1 |f:1.2|. Procedure: 11.9 g (0.032 mol) of 1-benzyloxy-2-methyl-4-benzoyloxynaphthalene was suspended in 120 ml of methanol, and to this was added 20 ml of 2N NaOH, followed by stirring for 2 hours at room temperature. After evaporation of methanol from the reaction mixture under reduced pressure, the residue was acidified with hydrochloric acid, and extracted with ethyl acetate. The organic layer was washed with a sodium hydrogen carbonate aqueous solution and then with water, and ethyl acetate evaporated under red... Reactants: [BH4-], CC(C)CN1C(=O)c2ccc(OC(C)C)cc2C1=O, CO, [K+], O. Reaction SMILES: [BH4-:23].[CH2:1]([CH:2]([CH3:3])[CH3:4])[N:5]1[C:6](=[O:19])[c:7]2[c:8]([cH:11][c:12]([O:15][CH:16]([CH3:17])[CH3:18])[cH:13][cH:14]2)[C:9]1=[O:10].[CH3:21][OH:22].[K+:24].[OH2:20]>>[CH2:1]([CH:2]([CH3:3])[CH3:4])[N:5]1[C:6](=[O:19])[c:7]2[c:8]([cH:11][c:12]([O:15][CH:16]([CH3:17])[CH3:18])[cH:13][cH:14]2)[CH:9]1[OH:10]. The product is CC(C)CN1C(=O)c2ccc(OC(C)C)cc2C1O. Starting materials: CN1CCN(CC1)C1=CC=C(C=C1)NC=1C(=NC(=C(N1)OC1=CC(=CC=C1)[N+](=O)[O-])C(=C)C)C(=O)N (3-{[4-(4-methylpiperazin-1-yl)phenyl]amino}-5-(3-nitrophenoxy)-6-(prop-1-en-2-yl)pyrazine-2-carboxamide), C(C)O (ethanol). The reagents and catalysts are [Pd] (palladium). Solvent: O1CCCC1 (tetrahydrofuran). Reaction conditions: time 6 hour. Product: NC=1C=C(OC=2N=C(C(=NC2C(C)C)C(=O)N)NC2=CC=C(C=C2)N2CCN(CC2)C)C=CC1 (5-(3-aminophenoxy)-6-isopropyl-3-{[4-(4-methylpiperazin-1-yl)phenyl]amino}pyrazine-2-carboxamide). Yield: 65.9%. As a reaction SMILES: [CH3:1][N:2]1[CH2:7][CH2:6][N:5]([C:8]2[CH:13]=[CH:12][C:11]([NH:14][C:15]3[C:16]([C:34]([NH2:36])=[O:35])=[N:17][C:18]([C:31]([CH3:33])=[CH2:32])=[C:19]([O:21][C:22]4[CH:27]=[CH:26][CH:25]=[C:24]([N+:28]([O-])=O)[CH:23]=4)[N:20]=3)=[CH:10][CH:9]=2)[CH2:4][CH2:3]1.C(O)C>[Pd].O1CCCC1>[NH2:28][C:24]1[CH:23]=[C:22]([CH:27]=[CH:26][CH:25]=1)[O:21][C:19]1[N:20]=[C:15]([NH:14][C:11]2[CH:10]=[CH:9][C:8]([N:5]3[CH2:4][CH2:3][N:2]([CH3:1])[CH2:7][CH2:6]3)=[CH:13][CH:12]=2)[C:16]([C:34]([NH2:36])=[O:35])=[N:17][C:18]=1[CH:31]([CH3:32])[CH3:33]. Procedure details: To a mixture of 3-{[4-(4-methylpiperazin-1-yl)phenyl]amino}-5-(3-nitrophenoxy)-6-(prop-1-en-2-yl)pyrazine-2-carboxamide (1.13 g), ethanol (60 mL), and tetrahydrofuran (30 mL) was added 10% palladium-supported carbon (53% wet product) (1.23 g), followed by stirring for 6 hours under a hydrogen gas atmosphere (4 atm). The reaction mixture was filtered through celite and then the solvent was evaporated under reduced pressure. The obtained residue was purified by silica gel column chromatography (el...